From a dataset of the Open Reaction Database (ORD), a public repository of structured organic reaction records. describe an organic reaction: reactants, conditions, products, and yield Reactants: ClC=1C=C(C=CC1Cl)CC(=O)O (3,4-dichlorophenylacetic acid), (±)-trans-[2-(4-morpholinyl)]cyclohexanol, C(Cl)(Cl)Cl (chloroform), C(Cl)(Cl)Cl (chloroform). The product is ClC=1C=C(C=CC1Cl)CC(=O)Cl (3,4-Dichlorophenylacetyl chloride). As a reaction SMILES: [Cl:1][C:2]1[CH:3]=[C:4]([CH2:9][C:10]([OH:12])=O)[CH:5]=[CH:6][C:7]=1[Cl:8].C(Cl)(Cl)[Cl:14]>>[Cl:1][C:2]1[CH:3]=[C:4]([CH2:9][C:10]([Cl:14])=[O:12])[CH:5]=[CH:6][C:7]=1[Cl:8]. Reported procedure: 3,4-Dichlorophenylacetyl chloride is prepared according to the method described in Example 8, using 3,4-dichlorophenylacetic acid (2.62 g, 12.8 mmol) to give a yellow oil which is dissolved in chloroform (15 mL). This solution is refluxed for 9 hours with a solution of (±)-trans-[2-(4-morpholinyl)]cyclohexanol (2.25 g, 12.2 mmol) in chloroform (10 mL) under nitrogen. The solvent is removed in vacuo, and the residue is partitioned between 1M hydrochloric acid (75 mL) and ether (75 mL). The ether ... Starting materials: N#Cc1ccc(N(CC(=O)O)CC(F)(F)F)cc1C(F)(F)F, Nc1ccc(F)cc1. The product is N#Cc1ccc(N(CC(=O)Nc2ccc(F)cc2)CC(F)(F)F)cc1C(F)(F)F. RXN SMILES: [C:1](#[N:2])[c:3]1[c:4]([C:19]([F:20])([F:21])[F:22])[cH:5][c:6]([N:9]([CH2:10][C:11](=[O:12])[OH:13])[CH2:14][C:15]([F:16])([F:17])[F:18])[cH:7][cH:8]1.[NH2:23][c:24]1[cH:25][cH:26][c:27]([F:28])[cH:29][cH:30]1>>[C:1](#[N:2])[c:3]1[c:4]([C:19]([F:20])([F:21])[F:22])[cH:5][c:6]([N:9]([CH2:10][C:11](=[O:12])[NH:23][c:24]2[cH:25][cH:26][c:27]([F:28])[cH:29][cH:30]2)[CH2:14][C:15]([F:16])([F:17])[F:18])[cH:7][cH:8]1. Reactants: CC1OC2=C(O1)C=CC=C2 (2-methyl-1,3-benzodioxole), CC1OC2=C(O1)C=CC=C2 (2-methyl-1,3-benzodioxole), C(C)(=O)OC(C)=O (acetic anhydride), B(F)(F)F (BF3). The solvent is C(=O)([O-])[O-].[Na+].[Na+] (Na2CO3). Yields the product ketone, C(C)(=O)C1=CC2=C(OC(O2)C)C=C1 (5-acetyl-2-methyl-1,3-benzodioxole). As a reaction SMILES: [CH3:1][CH:2]1[O:6][C:5]2[CH:7]=[CH:8][CH:9]=[CH:10][C:4]=2[O:3]1.[C:11](OC(=O)C)(=[O:13])[CH3:12].B(F)(F)F>C([O-])([O-])=O.[Na+].[Na+]>[C:11]([C:8]1[CH:9]=[CH:10][C:4]2[O:3][CH:2]([CH3:1])[O:6][C:5]=2[CH:7]=1)(=[O:13])[CH3:12] |f:3.4.5|. Reported procedure: The synthesis of 2-methyl-1,3-benzodioxole is conducted by the procedure of Nichols and Kostuba (J. Med. Chem 22:1264 (1979)). A solution of 10.3 g (76 mmol) of 2-methyl-1,3-benzodioxole and 21 ml of acetic anhydride is treated with 3.5 ml BF3 etherate at 0° C. for 24 hr and at -20° C. for three days. The reaction solution is poured into 250 ml 1M Na2CO3 and extracted with ether. The ether is dried over Na2SO4, then removed under reduced pressure. Purification and distillation under reduced pres...